The task is: describe an organic reaction: reactants, conditions, products, and yield. This data is from the Open Reaction Database (ORD), a public repository of structured organic reaction records. The reactants are O=C(CCC1(c2ccc(Cl)cc2)c2ccccc2-c2nccn21)N1CCC(CO)CC1, ClCCl. Product: O=CC1CCN(C(=O)CCC2(c3ccc(Cl)cc3)c3ccccc3-c3nccn32)CC1. RXN SMILES: [Cl:1][c:2]1[cH:3][cH:4][c:5]([C:8]2([CH2:20][CH2:21][C:22](=[O:23])[N:24]3[CH2:25][CH2:26][CH:27]([CH2:30][OH:31])[CH2:28][CH2:29]3)[n:9]3[c:10]([n:17][cH:18][cH:19]3)-[c:11]3[cH:12][cH:13][cH:14][cH:15][c:16]32)[cH:6][cH:7]1.[Cl:32][CH2:33][Cl:34]>>[Cl:1][c:2]1[cH:3][cH:4][c:5]([C:8]2([CH2:20][CH2:21][C:22](=[O:23])[N:24]3[CH2:25][CH2:26][CH:27]([CH:30]=[O:31])[CH2:28][CH2:29]3)[n:9]3[c:10]([n:17][cH:18][cH:19]3)-[c:11]3[cH:12][cH:13][cH:14][cH:15][c:16]32)[cH:6][cH:7]1. The solvent is C(C)O (ethanol). Reaction SMILES: [Cl:1][C:2]1[CH:7]=[CH:6][CH:5]=[C:4]([Cl:8])[C:3]=1[CH2:9][S:10]([C:13]1[CH:14]=[C:15]2[C:19](=[CH:20][CH:21]=1)[NH:18][C:17](=[O:22])[CH2:16]2)(=[O:12])=[O:11].[OH:23][CH2:24][CH2:25][NH:26][C:27]([C:29]1[C:33]([CH3:34])=[C:32]([CH:35]=O)[NH:31][C:30]=1[CH3:37])=[O:28].N1CCCCC1>C(O)C>[OH:23][CH2:24][CH2:25][NH:26][C:27]([C:29]1[C:33]([CH3:34])=[C:32](/[CH:35]=[C:16]2\[C:17](=[O:22])[NH:18][C:19]3[C:15]\2=[CH:14][C:13]([S:10]([CH2:9][C:3]2[C:2]([Cl:1])=[CH:7][CH:6]=[CH:5][C:4]=2[Cl:8])(=[O:12])=[O:11])=[CH:21][CH:20]=3)[NH:31][C:30]=1[CH3:37])=[O:28]. The product is OCCNC(=O)C1=C(NC(=C1C)\C=C\1/C(NC2=CC=C(C=C12)S(=O)(=O)CC1=C(C=CC=C1Cl)Cl)=O)C (5-[5-(2,6-Dichloro-phenylmethanesulfonyl)-2-oxo-1,2-dihydro-indol-(3Z)-ylidenemethyl]-2,4-dimethyl-1H-pyrrole-3-carboxylic acid (2-hydroxy-ethyl)-amide). Procedure details: A mixture of 5-(2,6-Dichloro-phenylmethanesulfonyl)-1,3-dihydro-indol-2-one (150 mg, 0.42 mmol), 5-formyl-2,4-dimethyl-1H-pyrrole-3-carboxylic acid (2-hydroxy-ethyl)-amide (88 mg, 1 eq. 0 and piperidine (18 mg, 0.5 eq.) in ethanol (2 mL) was stirred at rt for 5 days. The reaction was concentrated and triturated with ethanol to give the titled compound as a pale yellow solid. Starting materials: ClC1=C(C(=CC=C1)Cl)CS(=O)(=O)C=1C=C2CC(NC2=CC1)=O (5-(2,6-Dichloro-phenylmethanesulfonyl)-1,3-dihydro-indol-2-one), OCCNC(=O)C1=C(NC(=C1C)C=O)C (5-formyl-2,4-dimethyl-1H-pyrrole-3-carboxylic acid (2-hydroxy-ethyl)-amide), N1CCCCC1 (piperidine).